This data is from the Open Reaction Database (ORD), a public repository of structured organic reaction records. The task is: describe an organic reaction: reactants, conditions, products, and yield Starting materials: C(C)(C)(C)C1=NC=C(C(=N1)Cl)C(=O)OCC (ethyl 2-tert-butyl-4-chloropyrimidine-5-carboxylate), N1=CC(=CC=C1)B(O)O (pyridin-3-ylboronic acid). Reagents/catalysts: C=1C=CC(=CC1)[P](C=2C=CC=CC2)(C=3C=CC=CC3)[Pd]([P](C=4C=CC=CC4)(C=5C=CC=CC5)C=6C=CC=CC6)([P](C=7C=CC=CC7)(C=8C=CC=CC8)C=9C=CC=CC9)[P](C=1C=CC=CC1)(C=1C=CC=CC1)C=1C=CC=CC1 (tetrakis(triphenylphosphine)palladium(0)). Product: C(C)(C)(C)C1=NC=C(C(=N1)C=1C=NC=CC1)C(=O)OCC (ethyl 2-tert-butyl-4-(pyridin-3-yl)pyrimidine-5-carboxylate). Yield: 28.3%. Reaction SMILES: [C:1]([C:5]1[N:10]=[C:9](Cl)[C:8]([C:12]([O:14][CH2:15][CH3:16])=[O:13])=[CH:7][N:6]=1)([CH3:4])([CH3:3])[CH3:2].[N:17]1[CH:22]=[CH:21][CH:20]=[C:19](B(O)O)[CH:18]=1>C1C=CC([P]([Pd]([P](C2C=CC=CC=2)(C2C=CC=CC=2)C2C=CC=CC=2)([P](C2C=CC=CC=2)(C2C=CC=CC=2)C2C=CC=CC=2)[P](C2C=CC=CC=2)(C2C=CC=CC=2)C2C=CC=CC=2)(C2C=CC=CC=2)C2C=CC=CC=2)=CC=1>[C:1]([C:5]1[N:10]=[C:9]([C:19]2[CH:18]=[N:17][CH:22]=[CH:21][CH:20]=2)[C:8]([C:12]([O:14][CH2:15][CH3:16])=[O:13])=[CH:7][N:6]=1)([CH3:4])([CH3:3])[CH3:2] |^1:29,31,50,69|. Procedure: Using a procedure analogous to Example B41, ethyl 2-tert-butyl-4-chloropyrimidine-5-carboxylate from Example B40 (0.30 g, 1.24 mmol) and pyridin-3-ylboronic acid (1.8 g, 1.48 mmol) in presence of tetrakis(triphenylphosphine)palladium(0) (71 mg, 0.062 mmol) were combined to afford ethyl 2-tert-butyl-4-(pyridin-3-yl)pyrimidine-5-carboxylate (0.10 g, 28% yield).